Task: describe an organic reaction: reactants, conditions, products, and yield. Dataset: the Open Reaction Database (ORD), a public repository of structured organic reaction records The reactants are COc1nc(Nc2cc(NCC3CCN(C(=O)OC(C)(C)C)CC3)ncn2)cnc1C#N, ClCCl, O=C(O)C(F)(F)F. Yields the product COc1nc(Nc2cc(NCC3CCNCC3)ncn2)cnc1C#N. Reaction SMILES: [C:8](#[N:9])[c:10]1[n:11][cH:12][c:13]([NH:18][c:19]2[cH:20][c:21]([NH:25][CH2:26][CH:27]3[CH2:28][CH2:29][N:30]([C:33]([O:34][C:35]([CH3:36])([CH3:37])[CH3:38])=[O:39])[CH2:31][CH2:32]3)[n:22][cH:23][n:24]2)[n:14][c:15]1[O:16][CH3:17].[Cl:40][CH2:41][Cl:42].[F:1][C:2]([F:3])([F:4])[C:5]([OH:6])=[O:7]>>[C:8](#[N:9])[c:10]1[n:11][cH:12][c:13]([NH:18][c:19]2[cH:20][c:21]([NH:25][CH2:26][CH:27]3[CH2:28][CH2:29][NH:30][CH2:31][CH2:32]3)[n:22][cH:23][n:24]2)[n:14][c:15]1[O:16][CH3:17]. Reactants: C(=O)([O-])[O-].[K+].[K+] (K2CO3), C(C)(C)(C)OC(=O)N1CCC(CC1)(C)C=O (4-formyl-4-methyl-piperidine-1-carboxylic acid tert-butyl ester), ice, [N+](=[N-])=C(C(C)=O)P(OC)(OC)=O (dimethyl (1-diazo-2-oxopropyl)-phosphonate). Run in CO (methanol). Reaction conditions: time 30 minute. Product: C(C)(C)(C)OC(=O)N1CCC(CC1)(C)C#C (4-ethynyl-4-methyl-piperidine-1-carboxylic acid tert-butyl ester). As a reaction SMILES: [C:1]([O-])([O-])=O.[K+].[K+].[C:7]([O:11][C:12]([N:14]1[CH2:19][CH2:18][C:17]([CH:21]=O)([CH3:20])[CH2:16][CH2:15]1)=[O:13])([CH3:10])([CH3:9])[CH3:8].[N+](=C(P(=O)(OC)OC)C(=O)C)=[N-]>CO>[C:7]([O:11][C:12]([N:14]1[CH2:19][CH2:18][C:17]([C:21]#[CH:1])([CH3:20])[CH2:16][CH2:15]1)=[O:13])([CH3:10])([CH3:9])[CH3:8] |f:0.1.2|. Procedure: K2CO3 (5.25 g) and 4-formyl-4-methyl-piperidine-1-carboxylic acid tert-butyl ester (5.23 g) are added to an ice cold mixture of dimethyl (1-diazo-2-oxopropyl)-phosphonate (5.50 g), molecular sieves (2 g), and methanol (30 mL). The mixture is stirred in the cooling bath for 30 min and then at room temperature overnight. The mixture is filtered and aqueous NH4Cl solution is added to the filtrate. The resulting mixture is extracted with dichloromethane and the combined extracts are concentrated. Th... Starting materials: C1CN(CCN1CCO)CCS(=O)(=O)O (HEPES), [Na+].[Cl-] (NaCl), [Mg+2].[Cl-].[Cl-] (MgCl2), C([C@H]([C@@H](CS)O)O)S (DTT), C[C@@H]1[C@H]([C@H](C(=C(C1=O)OC)OC)O)C/C=C(\C)/CC/C=C(\C)/CCC=C(C)C (Antroquinonol). Reaction conditions: time 3 hour. The product is CCCCCCCCCCCCOS(=O)(=O)[O-].[Na+] (SDS). As a reaction SMILES: C1N(CCO)CCN(CC[S:12]([OH:15])(=[O:14])=[O:13])C1.[Na+:16].[Cl-].[Mg+2].[Cl-].[Cl-].C(S)[C@@H](O)[C@H](O)CS.C[C@H]1[C:35](=[O:36])[C:34](OC)=[C:33](OC)[C@H:32](O)[C@@H:31]1[CH2:42]/[CH:43]=[C:44](/[CH2:46][CH2:47]/[CH:48]=[C:49](/CCC=C(C)C)\C)\C>>[CH3:49][CH2:48][CH2:47][CH2:46][CH2:44][CH2:43][CH2:42][CH2:31][CH2:32][CH2:33][CH2:34][CH2:35][O:36][S:12]([O-:15])(=[O:13])=[O:14].[Na+:16] |f:1.2,3.4.5,8.9|. Procedure details: In vitro prenylation reactions were performed in 20 μl reaction buffer (50 mM HEPES, pH 7.2, 50 mM NaCl, 5 mM MgCl2, 5 mM DTT, and 20 μM GDP) mixed with 3 μg FTase (Jena, Germany), 25 μM NBD-FPP, and 2 μg H-RasGST in the presence or absence of various concentrations of Antroquinonol. Reactions were incubated for 3 h at 37° C. and quenched by adding 20 μl 2×SDS-PAGE sample buffer and boiling at 95° C. for 3 min. Finally, the mixtures were resolved by 15% SDS-PAGE. The gel was scanned using a Typh... The yield is 44.4%. The reagents and catalysts are [Zn] (zinc). RXN SMILES: II.[C:3]1(=[O:12])[C:11]2[C:6](=[CH:7][CH:8]=[CH:9][CH:10]=2)[CH2:5][CH2:4]1.Br[CH2:14]/[CH:15]=[CH:16]/[C:17]([O:19][CH3:20])=[O:18].[Cl-].[NH4+]>O1CCCC1.[Zn]>[OH:12][C:3]1([CH2:14]/[CH:15]=[CH:16]/[C:17]([O:19][CH3:20])=[O:18])[C:11]2[C:6](=[CH:7][CH:8]=[CH:9][CH:10]=2)[CH2:5][CH2:4]1 |f:3.4|. Procedure: A suspension of activated zinc (80 g) in dry tetrahydrofuran (200 ml) was heated to reflux and a few crystals of iodine was added. A solution of 1-indanone (100 g) and methyl 4-bromo-crotonate (200 g) in 500 ml of dry tetrahydrofuran was added dropwise followed by reflux for 1 h. After cooling, ice and aq. ammonium chloride was added followed by extraction with dichloromethane. Removal of the solvent in vacuo gave a viscous oil which was purified on a silica gel column (eluent: dichloromethane/e... The reactants are II (iodine), [Cl-].[NH4+] (ammonium chloride), C1(CCC2=CC=CC=C12)=O (1-indanone), BrC/C=C/C(=O)OC (methyl 4-bromo-crotonate). The solvent is O1CCCC1 (tetrahydrofuran), O1CCCC1 (tetrahydrofuran). Product: OC1(CCC2=CC=CC=C12)C/C=C/C(=O)OC (methyl 4-(1 -hydroxyindan-1-yl)-crotonate). The reactants are C1(=CC=CC=C1)CCC(=O)Cl (3-phenylpropionyl chloride), Cl.Cl.N1(C=NC=C1)C1=CC=C(C(=O)N2CCC(CC2)N)C=C1 (1-[4-(1H-Imidazol-1-yl)benzoyl]-4-piperidinamine dihydrochloride), C([O-])([O-])=O.[K+].[K+] (potassium carbonate), O (water). The solvent is C(Cl)Cl (methylene chloride), C(Cl)Cl (methylene chloride). Run at time 2 hour. Yields the product N1(C=NC=C1)C1=CC=C(C(=O)N2CCC(CC2)NC(CCC2=CC=CC=C2)=O)C=C1 (N-[1-[4-(1H-Imidazol-1-yl)benzoyl]-4-piperidinyl]benzenepropanamide). As a reaction SMILES: Cl.Cl.[N:3]1([C:8]2[CH:22]=[CH:21][C:11]([C:12]([N:14]3[CH2:19][CH2:18][CH:17]([NH2:20])[CH2:16][CH2:15]3)=[O:13])=[CH:10][CH:9]=2)[CH:7]=[CH:6][N:5]=[CH:4]1.C(=O)([O-])[O-].[K+].[K+].O.[C:30]1([CH2:36][CH2:37][C:38](Cl)=[O:39])[CH:35]=[CH:34][CH:33]=[CH:32][CH:31]=1>C(Cl)Cl>[N:3]1([C:8]2[CH:9]=[CH:10][C:11]([C:12]([N:14]3[CH2:19][CH2:18][CH:17]([NH:20][C:38](=[O:39])[CH2:37][CH2:36][C:30]4[CH:35]=[CH:34][CH:33]=[CH:32][CH:31]=4)[CH2:16][CH2:15]3)=[O:13])=[CH:21][CH:22]=2)[CH:7]=[CH:6][N:5]=[CH:4]1 |f:0.1.2,3.4.5|. Procedure: 1-[4-(1H-Imidazol-1-yl)benzoyl]-4-piperidinamine dihydrochloride (4.46 g, 13.0 mmol) and potassium carbonate (6.67 g, 52.0 mmol) are dissolved in methylene chloride (60 mL) and water (30 mL) and the mixture is cooled with an ice bath. A solution of 3-phenylpropionyl chloride (2.72 g, 16.2 mmol) in methylene chloride (15 mL) is added dropwise over 15 min, and the mixture is stirred at room temperature for 2 hr. The phases are separated, and the organic phase is washed with saturated aqueous sodiu... The reactants are [N+](=O)([O-])C=1C=CC=2C3C(C(NC2C1)=S)CCC3 (7-Nitro-1,2,3,3a,5,9b-hexahydrocyclopenta[c]quinoline-4-thione), N (ammonia). Yields the product NC1=NC=2C=C(C=CC2C2C1CCC2)[N+](=O)[O-] (4-Amino-7-nitro-2,3,3a,9b-tetrahydro-1H-cyclopenta[c]quinoline). RXN SMILES: [N+:1]([C:4]1[CH:5]=[CH:6][C:7]2[CH:8]3[CH2:17][CH2:16][CH2:15][CH:9]3[C:10](=S)[NH:11][C:12]=2[CH:13]=1)([O-:3])=[O:2].[NH3:18]>>[NH2:18][C:10]1[CH:9]2[CH2:15][CH2:16][CH2:17][CH:8]2[C:7]2[CH:6]=[CH:5][C:4]([N+:1]([O-:3])=[O:2])=[CH:13][C:12]=2[N:11]=1. Procedure details: 7-Nitro-1,2,3,3a,5,9b-hexahydrocyclopenta[c]quinoline-4-thione (47 mg, 0.19 mmol) is stirred in 7N methanolic ammonia (10 ml) for 15 hours at room temperature. The batch is concentrated by evaporation in a vacuum. The residue is purified on silica gel with dichloromethane-2-propanol/methanol: 21 mg (48%) of product. The reactants are [N+](=O)([O-])C1=C(C=CC=C1)CC(=O)O (o-nitrophenylacetic acid), ethyl ester, Cl.C(C)O (hydrogen chloride ethanol). The reagents and catalysts are [Pd] (palladium). The solvent is C(C)O (ethanol). The product is C(C)OC(CC1=C(C=CC=C1)N)=O (o-aminophenylacetic acid ethyl ester). RXN SMILES: [N+:1]([C:4]1[CH:9]=[CH:8][CH:7]=[CH:6][C:5]=1[CH2:10][C:11]([OH:13])=[O:12])([O-])=O.Cl.[CH2:15](O)[CH3:16]>[Pd].C(O)C>[CH2:15]([O:13][C:11](=[O:12])[CH2:10][C:5]1[CH:6]=[CH:7][CH:8]=[CH:9][C:4]=1[NH2:1])[CH3:16] |f:1.2|. Procedure details: In 15% hydrogen chloride-ethanol, m- or o-nitrophenylacetic acid was ethyl-esterified and the resulting ethyl ester was hydrogenated with palladium catalyst in ethanol to give m- or o-aminophenylacetic acid ethyl ester. Starting materials: C(C)(=O)O (acetic acid), C(CC)OC1=C(C=C(C=C1)[N+](=O)[O-])C1=NC(C2=NC=NC2=N1)=O (2-(2-Propoxy-5-nitrophenyl)purin-6-one), [OH-].[Na+] (sodium hydroxide). The reagents and catalysts are [Pd] (palladium on charcoal). The solvent is O (water). The product is NC=1C=CC(=C(C1)C1=NC(C2=NC=NC2=N1)=O)OCCC (2-(5-amino-2-propoxyphenyl)-purin-6-one). Reaction SMILES: [CH2:1]([O:4][C:5]1[CH:10]=[CH:9][C:8]([N+:11]([O-])=O)=[CH:7][C:6]=1[C:14]1[N:22]=[C:21]2[C:17](=[N:18][CH:19]=[N:20]2)[C:16](=[O:23])[N:15]=1)[CH2:2][CH3:3].[OH-].[Na+].C(O)(=O)C>O.[Pd]>[NH2:11][C:8]1[CH:9]=[CH:10][C:5]([O:4][CH2:1][CH2:2][CH3:3])=[C:6]([C:14]2[N:22]=[C:21]3[C:17](=[N:18][CH:19]=[N:20]3)[C:16](=[O:23])[N:15]=2)[CH:7]=1 |f:1.2|. Procedure: A solution of the crude product of Example 11 (1.5 g) in water (50 ml) containing 2 Normal sodium hydroxide (2.3 ml) and 10% palladium on charcoal (0.15 g) was shaken under hydrogen (50 psi) until the uptake was complete. Neutralisation of the filtered solution with acetic acid gave a fine precipitate of 2-(5-amino-2-propoxyphenyl)-purin-6-one. This mixture was warmed with 2 Normal hydrochloric acid (2.5 ml) and the solution was treated with acetic anhydride (0.55 ml) and sodium acetate trihydra...